Dataset: the Open Reaction Database (ORD), a public repository of structured organic reaction records. Task: describe an organic reaction: reactants, conditions, products, and yield The reactants are [OH-].[Na+] (sodium hydroxide), ClC1=NC=CC=C1C(=O)NO (2-chloropyridine-3-carbohydroxamic acid), Cl (hydrochloric acid). Run at time 30 minute. Product: OC1=NOC2=C1C=CC=N2 (3-Hydroxypyrido[3,2-d]isoxazole). The yield is 81.9%. Reaction SMILES: [OH-].[Na+].Cl[C:4]1[C:9]([C:10]([NH:12][OH:13])=[O:11])=[CH:8][CH:7]=[CH:6][N:5]=1.Cl>>[OH:11][C:10]1[C:9]2[CH:8]=[CH:7][CH:6]=[N:5][C:4]=2[O:13][N:12]=1 |f:0.1|. Procedure: To 10% aqueous sodium hydroxide solution (26 ml) was added 2-chloropyridine-3-carbohydroxamic acid (2.60 g) and refluxed for 30 minutes. After pH was adjusted to 2.0 with 6N-hydrochloric acid under ice cooling, the reaction mixture was left to stand for 30 minutes at the same temperature. The title compound (1.68 g) was obtained by filtering the precipitated crystals and washing with water and then with a methanol-ether mixture (1:1). Reactants: ClC=1C=C(C=C(C1)C1OCCO1)C(C)(C)O (2-(3-chloro-5-(1,3-dioxolan-2-yl)phenyl)propan-2-ol), O.C1(=CC=C(C=C1)S(=O)(=O)O)C (p-toluenesulfonic acid hydrate). The solvent is CC(=O)C (acetone). Conditions: time 1 hour. Yields the product ClC=1C=C(C=O)C=C(C1)C(C)(C)O (3-chloro-5-(2-hydroxypropan-2-yl)benzaldehyde). Isolated yield 106.5%. RXN SMILES: [Cl:1][C:2]1[CH:3]=[C:4]([C:13]([OH:16])([CH3:15])[CH3:14])[CH:5]=[C:6]([CH:8]2OCC[O:9]2)[CH:7]=1.O.C1(C)C=CC(S(O)(=O)=O)=CC=1>CC(C)=O>[Cl:1][C:2]1[CH:7]=[C:6]([CH:5]=[C:4]([C:13]([OH:16])([CH3:14])[CH3:15])[CH:3]=1)[CH:8]=[O:9] |f:1.2|. Reported procedure: To a solution of 2-(3-chloro-5-(1,3-dioxolan-2-yl)phenyl)propan-2-ol (5.45 g, 22.46 mmol) in acetone (50 mL) was added p-toluenesulfonic acid hydrate (0.85 g, 4.47 mmol) and the reaction mixture was stirred at room temperature for 1 h to give an orange-red solution. The solvent was evaporated in vacuo to give an orange-brown residue. The residue was partitioned between aqueous saturated NaHCO3 solution (25 mL) and ethyl acetate (50 mL), the organic layer was removed, washed with brine (1×25 mL),... Reactants: C(CCCCCCC)OC1=CC=C(C=C1)C1=CC=C(C=C1)C=O (4'-octyloxy-4-formylbiphenyl), [BH4-].[Na+] (sodium borohydride), C(C)(C)O (isopropanol), Cl (hydrochloric acid). Solvent: O (water). Conditions: temperature 70 celsius. The product is C(CCCCCCC)OC1=CC=C(C=C1)C1=CC=C(C=C1)CO (4'-octyloxy-4-hydroxymethyl-biphenyl). The yield is 99.4%. As a reaction SMILES: [CH2:1]([O:9][C:10]1[CH:15]=[CH:14][C:13]([C:16]2[CH:21]=[CH:20][C:19]([CH:22]=[O:23])=[CH:18][CH:17]=2)=[CH:12][CH:11]=1)[CH2:2][CH2:3][CH2:4][CH2:5][CH2:6][CH2:7][CH3:8].[BH4-].[Na+].C(O)(C)C.Cl>O>[CH2:1]([O:9][C:10]1[CH:15]=[CH:14][C:13]([C:16]2[CH:21]=[CH:20][C:19]([CH2:22][OH:23])=[CH:18][CH:17]=2)=[CH:12][CH:11]=1)[CH2:2][CH2:3][CH2:4][CH2:5][CH2:6][CH2:7][CH3:8] |f:1.2|. Reported procedure: A mixture of 30 g of 4'-octyloxy-4-formylbiphenyl, 2.0 g of sodium borohydride and 300 ml of isopropanol was stirred on a water bath maintained at 70° C. for 3 hours. 20 ml of 6 N hydrochloric acid and 10 ml of water were added, and the resulting mixture was stirred for 2 hours. The reaction mixture was allowed to cool and filtered to collect solids. These solids were recrystallized from 300 ml of ethanol to obtain 30 g of 4'-octyloxy-4-hydroxymethyl-biphenyl. The total of 4'-octyloxy-4-hydroxym... Reactants: ClC1=C(C=C(C(=C1)Cl)F)C1=CC=NO1 (5-(2,4-dichloro-5-fluoro- phenyl)-isoxazole), [Na] (sodium). The solvent is C(C)O (ethanol). Yields the product ClC1=C(C(=O)CC#N)C=C(C(=C1)Cl)F (2,4-dichloro5-fluoro-benzoylacetonitrile). Yield: 93.5%. RXN SMILES: [Cl:1][C:2]1[CH:7]=[C:6]([Cl:8])[C:5]([F:9])=[CH:4][C:3]=1[C:10]1[O:14][N:13]=[CH:12][CH:11]=1.[Na]>C(O)C>[Cl:1][C:2]1[CH:7]=[C:6]([Cl:8])[C:5]([F:9])=[CH:4][C:3]=1[C:10]([CH2:11][C:12]#[N:13])=[O:14] |^1:14|. Procedure details: 23.2 g (0.1 mole) of 5-(2,4-dichloro-5-fluoro- phenyl)-isoxazole are added in portions to a solution of 2.3 g (0.1 g atom) of sodium in 100 ml of absolute ethanol in the course of about 30 minutes while cooling with ice and stirring. The mixture is then stirred at room temperature for 1 hour, the alcohol is distilled off in vacuo, the residue is dissolved in about 1 liter of warm water, the solution is extracted twice with methylene chloride, the aqueous phase is acidified to pH=4 with 10 per ce... Reactants: Cc1c(C(=O)Nc2ccc(-c3ccc(S(=O)(=O)NC(C(=O)O)C(C)C)cc3)cc2)oc2cccc(OCCNC(=O)OC(C)(C)C)c12, ClCCl, O=C(O)C(F)(F)F. Yields the product O=C(O)C(F)(F)F, Cc1c(C(=O)Nc2ccc(-c3ccc(S(=O)(=O)NC(C(=O)O)C(C)C)cc3)cc2)oc2cccc(OCCN)c12. RXN SMILES: [C:1]([O:2][C:3](=[O:4])[NH:8][CH2:9][CH2:10][O:11][c:12]1[cH:13][cH:14][cH:15][c:16]2[c:17]1[c:18]([CH3:47])[c:19]([C:21](=[O:22])[NH:23][c:24]1[cH:25][cH:26][c:27](-[c:30]3[cH:31][cH:32][c:33]([S:36](=[O:37])(=[O:38])[NH:39][CH:40]([C:41](=[O:42])[OH:43])[CH:44]([CH3:45])[CH3:46])[cH:34][cH:35]3)[cH:28][cH:29]1)[o:20]2)([CH3:5])([CH3:6])[CH3:7].[CH2:55]([Cl:56])[Cl:57].[F:48][C:49]([C:50](=[O:51])[OH:52])([F:53])[F:54]>>[F:48][C:49]([C:50](=[O:51])[OH:52])([F:53])[F:54].[NH2:8][CH2:9][CH2:10][O:11][c:12]1[cH:13][cH:14][cH:15][c:16]2[c:17]1[c:18]([CH3:47])[c:19]([C:21](=[O:22])[NH:23][c:24]1[cH:25][cH:26][c:27](-[c:30]3[cH:31][cH:32][c:33]([S:36](=[O:37])(=[O:38])[NH:39][CH:40]([C:41](=[O:42])[OH:43])[CH:44]([CH3:45])[CH3:46])[cH:34][cH:35]3)[cH:28][cH:29]1)[o:20]2.